This data is from the Open Reaction Database (ORD), a public repository of structured organic reaction records. The task is: describe an organic reaction: reactants, conditions, products, and yield As a reaction SMILES: C(=O)(O[CH2:4][CH:5]1[C:17]2([OH:19])[O:18][N:12]([CH2:13][CH:14]3[CH:16]2[NH:15]3)[C:11]2[C:6]1=[C:7]([OH:22])[CH:8]=[C:9]([CH:20]=[O:21])[CH:10]=2)N.Cl>[OH-].[Na+]>[OH:21][CH2:20][C:9]1[CH:10]=[C:11]2[C:6](=[C:7]([OH:22])[CH:8]=1)[C:5](=[CH2:4])[C:17]1([OH:19])[O:18][N:12]2[CH2:13][CH:14]2[CH:16]1[NH:15]2 |f:2.3|. Reported procedure: 4-Formyl-6,9-dihydroxy-14-oxa-1,11-diazatetracyclo[7.4.1.02,7.010,12 ]tetradeca-2,4,6-trien-8-ylmethyl carbamate (100 mg) was dissolved in 1N aqueous sodium hydroxide (10 ml), and the pale yellow solution was allowed to stand at room temperature for 72 hours. The reaction mixture was neutralized with 1N hydrochloric acid and then lyophilized. The residue was subjected to a silica gel column chromatography and elution was carried out with a mixture of methanol and chloroform (1:9, v/v). The desir... Reaction conditions: time 72 hour. Reactants: C(N)(OCC1C2=C(C=C(C=C2N2CC3NC3C1(O2)O)C=O)O)=O (4-Formyl-6,9-dihydroxy-14-oxa-1,11-diazatetracyclo[7.4.1.02,7.010,12 ]tetradeca-2,4,6-trien-8-ylmethyl carbamate), Cl (hydrochloric acid). Isolated yield 25.7%. Product: OCC=1C=C2N3CC4NC4C(C(C2=C(C1)O)=C)(O3)O (4-hydroxymethyl-8-methylene-14-oxa-1,11-diazatetracyclo[7.4.1.02,7.010,12 ]tetradeca-2,4,6-triene-6,9-diol). Solvent: [OH-].[Na+] (sodium hydroxide). Reactants: FC(S(=O)(=O)OC1=C(C=CC(=C1)OC(N(C)C)=O)C=O)(F)F (5-dimethylcarbamoyloxy-2-formyl-phenyl trifluoromethanesulfonate), [Cl-].[Li+] (lithium chloride), C(CCC)[Sn](C=C)(CCCC)CCCC (tributyl(vinyl)tin), [F-].[K+] (potassium fluoride). The reagents and catalysts are C=1C=CC(=CC1)[P](C=2C=CC=CC2)(C=3C=CC=CC3)[Pd]([P](C=4C=CC=CC4)(C=5C=CC=CC5)C=6C=CC=CC6)([P](C=7C=CC=CC7)(C=8C=CC=CC8)C=9C=CC=CC9)[P](C=1C=CC=CC1)(C=1C=CC=CC1)C=1C=CC=CC1 (tetrakis(triphenylphosphine)palladium), C(C)(C)(C)C1=C(C(=CC=C1)C(C)(C)C)O (2,6-di-t-butylphenol). Run in O1CCOCC1 (1,4-dioxane). The product is CN(C(OC1=CC(=C(C=C1)C=O)C=C)=O)C (4-Formyl-3-vinyl-phenyl dimethylcarbamate). Isolated yield 79.5%. As a reaction SMILES: FC(F)(F)S(O[C:7]1[CH:12]=[C:11]([O:13][C:14](=[O:18])[N:15]([CH3:17])[CH3:16])[CH:10]=[CH:9][C:8]=1[CH:19]=[O:20])(=O)=O.[Cl-].[Li+].[CH2:25]([Sn](CCCC)(CCCC)C=C)[CH2:26]CC.[F-].[K+]>O1CCOCC1.C1C=CC([P]([Pd]([P](C2C=CC=CC=2)(C2C=CC=CC=2)C2C=CC=CC=2)([P](C2C=CC=CC=2)(C2C=CC=CC=2)C2C=CC=CC=2)[P](C2C=CC=CC=2)(C2C=CC=CC=2)C2C=CC=CC=2)(C2C=CC=CC=2)C2C=CC=CC=2)=CC=1.C(C1C=CC=C(C(C)(C)C)C=1O)(C)(C)C>[CH3:16][N:15]([CH3:17])[C:14](=[O:18])[O:13][C:11]1[CH:10]=[CH:9][C:8]([CH:19]=[O:20])=[C:7]([CH:25]=[CH2:26])[CH:12]=1 |f:1.2,4.5,^1:51,53,72,91|. Procedure: To a solution of 5-dimethylcarbamoyloxy-2-formyl-phenyl trifluoromethanesulfonate (4.13 g, 12.1 mmol) obtained in step (b) of Example 192 in 1,4-dioxane (15 ml) were added tetrakis(triphenylphosphine)palladium (693 mg, 0.600 mmol), 2,6-di-t-butylphenol (5 mg), lithium chloride (1.54 g, 36.4 mmol) and tributyl(vinyl)tin (4.23 ml, 14.5 mmol) with stirring, and the resulting mixture was stirred for 3 hours at 100° C. under a nitrogen atmosphere. Subsequently, saturated aqueous potassium fluoride so... Starting materials: ClC1=C2C=C(NC2=CC=C1C#N)C(F)F (4-chloro-2-(difluoromethyl)-1H-indole-5-carbonitrile), ClCC=1SC(=NN1)C1CC1 (2-(chloromethyl)-5-cyclopropyl-1,3,4-thiadiazole). The product is ClC1=C2C=C(N(C2=CC=C1C#N)CC=1SC(=NN1)C1CC1)C(F)F (4-Chloro-1-[(5-cyclopropyl-1,3,4-thiadiazol-2-yl)methyl]-2-(difluoromethyl)-1H-indole-5-carbonitrile). As a reaction SMILES: [Cl:1][C:2]1[C:10]([C:11]#[N:12])=[CH:9][CH:8]=[C:7]2[C:3]=1[CH:4]=[C:5]([CH:13]([F:15])[F:14])[NH:6]2.Cl[CH2:17][C:18]1[S:19][C:20]([CH:23]2[CH2:25][CH2:24]2)=[N:21][N:22]=1>>[Cl:1][C:2]1[C:10]([C:11]#[N:12])=[CH:9][CH:8]=[C:7]2[C:3]=1[CH:4]=[C:5]([CH:13]([F:14])[F:15])[N:6]2[CH2:17][C:18]1[S:19][C:20]([CH:23]2[CH2:25][CH2:24]2)=[N:21][N:22]=1. Procedure details: Synthesized as described in Example 39 from 4-chloro-2-(difluoromethyl)-1H-indole-5-carbonitrile and 2-(chloromethyl)-5-cyclopropyl-1,3,4-thiadiazole: MS (ESI) m/z 365 (M+1). Reactants: O=C([O-])[O-], CI, CN(C)C=O, [K+], [K+], NC(=O)c1nnn(Cc2ccc(Cl)c(Cl)c2)c1N, O. The product is CNc1c(C(N)=O)nnn1Cc1ccc(Cl)c(Cl)c1. RXN SMILES: [C:21](=[O:22])([O-:23])[O-:24].[CH3:19][I:20].[CH3:28][N:29]([CH3:30])[CH:31]=[O:32].[K+:25].[K+:26].[NH2:1][c:2]1[c:3]([C:16](=[O:17])[NH2:18])[n:4][n:5][n:6]1[CH2:7][c:8]1[cH:9][c:10]([Cl:15])[c:11]([Cl:14])[cH:12][cH:13]1.[OH2:27]>>[NH:1]([c:2]1[c:3]([C:16](=[O:17])[NH2:18])[n:4][n:5][n:6]1[CH2:7][c:8]1[cH:9][c:10]([Cl:15])[c:11]([Cl:14])[cH:12][cH:13]1)[CH3:21]. Reactants: O=C([O-])[O-], N#Cc1cnn2c(Cl)c(-c3ccc(OCc4ccccc4)cc3)cnc12, C1COCCN1, CN(C)C=O, CCOC(C)=O, [K+], [K+]. Product: N#Cc1cnn2c(N3CCOCC3)c(-c3ccc(OCc4ccccc4)cc3)cnc12. As a reaction SMILES: [C:27](=[O:28])([O-:29])[O-:30].[CH2:1]([c:2]1[cH:3][cH:4][cH:5][cH:6][cH:7]1)[O:8][c:9]1[cH:10][cH:11][c:12](-[c:15]2[cH:16][n:17][c:18]3[n:19]([c:20]2[Cl:21])[n:22][cH:23][c:24]3[C:25]#[N:26])[cH:13][cH:14]1.[CH2:33]1[CH2:34][O:35][CH2:36][CH2:37][NH:38]1.[CH3:39][N:40]([CH3:41])[CH:42]=[O:43].[CH3:44][CH2:45][O:46][C:47](=[O:48])[CH3:49].[K+:31].[K+:32]>>[CH2:1]([c:2]1[cH:3][cH:4][cH:5][cH:6][cH:7]1)[O:8][c:9]1[cH:10][cH:11][c:12](-[c:15]2[cH:16][n:17][c:18]3[n:19]([c:20]2[N:38]2[CH2:33][CH2:34][O:35][CH2:36][CH2:37]2)[n:22][cH:23][c:24]3[C:25]#[N:26])[cH:13][cH:14]1.